Task: describe an organic reaction: reactants, conditions, products, and yield. Dataset: the Open Reaction Database (ORD), a public repository of structured organic reaction records The reactants are CCN(C(C)C)C(C)C (DIEA), C(C1=CC=CC=C1)(=O)O (Benzoic acid), C(CCl)Cl (EDC), NC[C@@H]1CN(CCN1CC1=CC=CC=C1)C(=O)OC(C)(C)C ((R)-tert-butyl 3-(aminomethyl)-4-benzylpiperazine-1-carboxylate). Solvent: ClCCl (dichloromethane). Run at temperature 0 celsius, time 8 hour. Yields the product C(C1=CC=CC=C1)(=O)NC[C@@H]1CN(CCN1CC1=CC=CC=C1)C(=O)OC(C)(C)C ((R)-tert-butyl 3-(benzamidomethyl)-4-benzylpiperazine-1-carboxylate). The yield is 78.8%. RXN SMILES: [NH2:1][CH2:2][C@H:3]1[N:8]([CH2:9][C:10]2[CH:15]=[CH:14][CH:13]=[CH:12][CH:11]=2)[CH2:7][CH2:6][N:5]([C:16]([O:18][C:19]([CH3:22])([CH3:21])[CH3:20])=[O:17])[CH2:4]1.[C:23](O)(=[O:30])[C:24]1[CH:29]=[CH:28][CH:27]=[CH:26][CH:25]=1.C(Cl)CCl.CCN(C(C)C)C(C)C>ClCCl>[C:23]([NH:1][CH2:2][C@H:3]1[N:8]([CH2:9][C:10]2[CH:15]=[CH:14][CH:13]=[CH:12][CH:11]=2)[CH2:7][CH2:6][N:5]([C:16]([O:18][C:19]([CH3:22])([CH3:21])[CH3:20])=[O:17])[CH2:4]1)(=[O:30])[C:24]1[CH:29]=[CH:28][CH:27]=[CH:26][CH:25]=1. Reported procedure: Into a 50 mL round bottom flask was added 15S (820 mg, 2.68 mmol) and dichloromethane (15 mL). Benzoic acid (15T) (426 mg, 1.3 eq) and EDC (669 mg, 1.3 eq) was added and the flask was cooled to 0° C. DIEA (1.04 g, 3 equiv.) was slowly added and the reaction was stirred at room temperature overnight. The solvent was removed under vacuum and the residue was purified by column chromatography with 5% methanol in dichloromethane to give 15U as a solid (865 mg, 79%). Reactants: C1(=CC=CC=C1)O (phenol), C(=C)OCCCN (3-amino-1-propanol vinyl ether), C=O (paraformaldehyde). Reaction SMILES: [C:1]1([OH:7])[CH:6]=[CH:5][CH:4]=[CH:3][CH:2]=1.C(OC[CH2:12][CH2:13][NH2:14])=C.C=O>>[O:7]1[C:1]2[CH:6]=[CH:5][CH:4]=[CH:3][C:2]=2[CH:12]=[CH:13][NH:14]1. Yield: 76.0%. Procedure: This compound was made according to the method outlined in Example 3, by combining phenol (28 g, 300 mmole), 3-amino-1-propanol vinyl ether (30 g, 300 mmole), and paraformaldehyde (19.5 g, (650 mmole) in a 500 ml flask. The water condensate was removed using toluene as the azeotrope solvent. The product was worked-up to obtain 50 g (76% yield) of a light yellow, low viscosity liquid. Yields the product O1NC=CC2=C1C=CC=C2 (Benzoxazine).